From a dataset of the Open Reaction Database (ORD), a public repository of structured organic reaction records. describe an organic reaction: reactants, conditions, products, and yield The reactants are NC(CO)C (2-amino-1-propanol), [H-].[Na+] (sodium hydride), ClC=1N=NC(=CC1)Cl (3,6-dichloropyridazine). Run in C1=CC=CC=C1 (benzene), C1=CC=CC=C1 (benzene). Yields the product Cl.NC(COC=1N=NC(=CC1)Cl)C (3-(2-aminopropoxy)-6-chloropyridazine hydrochloride). Isolated yield 61.4%. RXN SMILES: [H-].[Na+].[NH2:3][CH:4]([CH3:7])[CH2:5][OH:6].[Cl:8][C:9]1[N:10]=[N:11][C:12](Cl)=[CH:13][CH:14]=1>C1C=CC=CC=1>[ClH:8].[NH2:3][CH:4]([CH3:7])[CH2:5][O:6][C:12]1[N:11]=[N:10][C:9]([Cl:8])=[CH:14][CH:13]=1 |f:0.1,5.6|. Reported procedure: To a suspension of 1.5 g of 61% sodium hydride in 40 ml of benzene was added dropwise 2.5 g of 2-amino-1-propanol at room temperature. Then, a solution of 5 g of 3,6-dichloropyridazine in 15 ml of benzene was added, and the mixture was refluxed for 1 hour. After cooling, the reaction mixture was washed with water, and dried over magnesium sulfate. After evaporating the solvent, the residue was treated with hydrogen chloride-ether solution to give 2.31 g of 3-(2-aminopropoxy)-6-chloropyridazine h... Starting materials: CC(C)C(=O)Nc1cccc(C2CCN(CCC(O)c3ccc(Br)cc3)CC2)c1, Oc1ccc(C(F)(F)F)cc1. Yields the product CC(C)C(=O)Nc1cccc(C2CCN(CCC(Oc3ccc(C(F)(F)F)cc3)c3ccc(Br)cc3)CC2)c1. Reaction SMILES: [Br:1][c:2]1[cH:3][cH:4][c:5]([CH:8]([CH2:9][CH2:10][N:11]2[CH2:12][CH2:13][CH:14]([c:17]3[cH:18][c:19]([NH:23][C:24]([CH:25]([CH3:26])[CH3:27])=[O:28])[cH:20][cH:21][cH:22]3)[CH2:15][CH2:16]2)[OH:29])[cH:6][cH:7]1.[OH:30][c:31]1[cH:32][cH:33][c:34]([C:37]([F:38])([F:39])[F:40])[cH:35][cH:36]1>>[Br:1][c:2]1[cH:3][cH:4][c:5]([CH:8]([CH2:9][CH2:10][N:11]2[CH2:12][CH2:13][CH:14]([c:17]3[cH:18][c:19]([NH:23][C:24]([CH:25]([CH3:26])[CH3:27])=[O:28])[cH:20][cH:21][cH:22]3)[CH2:15][CH2:16]2)[O:29][c:31]2[cH:32][cH:33][c:34]([C:37]([F:38])([F:39])[F:40])[cH:35][cH:36]2)[cH:6][cH:7]1. Starting materials: O (water), O (water), COC=1C=CC(=CC1)C=O (anisaldehyde), C(C)(=O)OCC (ethyl acetate), C1(=CC=CC=C1)C (toluene), NC1=CC=C(CN)C=C1 (4-aminobenzylamine), NC1=CC=C(CN)C=C1 (4-aminobenzylamine), amine. Solvent: C(C)(=O)OCC.CCCCCCC (ethyl acetate n-heptane), CCN(CC)CC (NEt3), CCCCCCC (n-heptane), NEt3(triethylamine). Run at temperature 140 celsius, time 30 minute. The product is COC1=CC=C(C=NC2=CC=C(C=C2)CN=CC2=CC=C(C=C2)OC)C=C1 ((4-Methoxybenzylidene)-(4-{[(4-methoxybenzylidene)amino]methyl}-phenyl)amine). As a reaction SMILES: [C:1]1([CH3:7])[CH:6]=[CH:5][CH:4]=[CH:3][CH:2]=1.[NH2:8][C:9]1[CH:16]=[CH:15][C:12]([CH2:13][NH2:14])=[CH:11][CH:10]=1.[CH3:17][O:18][C:19]1[CH:20]=[CH:21][C:22]([CH:25]=O)=[CH:23][CH:24]=1.O.[C:28](OCC)(=[O:30])C>CCCCCCC.CCN(CC)CC.C(OCC)(=O)C.CCCCCCC>[CH3:28][O:30][C:4]1[CH:5]=[CH:6][C:1]([CH:7]=[N:8][C:9]2[CH:16]=[CH:15][C:12]([CH2:13][N:14]=[CH:25][C:22]3[CH:23]=[CH:24][C:19]([O:18][CH3:17])=[CH:20][CH:21]=3)=[CH:11][CH:10]=2)=[CH:2][CH:3]=1 |f:7.8|. Procedure: 430 ml of toluene and 40 ml (349 mmol) of 99% pure 4-aminobenzylamine are introduced into a four-neck flask with mechanical paddle stirrer, water trap and reflux condenser. A two-phase mixture is obtained owing to the low solubility of the amine. 96 ml (775 mmol) of 98% pure anisaldehyde are added, and the mixture is heated with an oil bath heated to 140° C. In the heating-up phase, the reaction mixture starts to boil at around 80° C., and cloudy water/toluene azeotrope distills into the water t... The product is CN(C)C(=O)c1cccnc1Oc1ccc(Cl)cc1. Reaction SMILES: [CH3:1][NH:2][CH3:3].[Cl:4][c:5]1[cH:6][cH:7][c:8]([O:9][c:10]2[c:11]([C:12](=[O:13])[Cl:14])[cH:15][cH:16][cH:17][n:18]2)[cH:19][cH:20]1.[OH2:21].[cH:22]1[cH:23][cH:24][cH:25][cH:26][cH:27]1>>[CH3:1][N:2]([CH3:3])[C:12]([c:11]1[c:10]([O:9][c:8]2[cH:7][cH:6][c:5]([Cl:4])[cH:20][cH:19]2)[n:18][cH:17][cH:16][cH:15]1)=[O:13]. The reactants are CNC, O=C(Cl)c1cccnc1Oc1ccc(Cl)cc1, O, c1ccccc1. The reactants are Cc1ccccc1, OC1CCN(c2ccc(C(F)(F)F)cc2)CC1, CC(C)OC(=O)N=NC(=O)OC(C)C, O=C1CCc2cc(O)ccc21, c1ccc(P(c2ccccc2)c2ccccc2)cc1. Product: O=C1CCc2cc(OC3CCN(c4ccc(C(F)(F)F)cc4)CC3)ccc21. As a reaction SMILES: [CH3:62][c:63]1[cH:64][cH:65][cH:66][cH:67][cH:68]1.[F:26][C:27]([c:28]1[cH:29][cH:30][c:31]([N:34]2[CH2:35][CH2:36][CH:37]([OH:40])[CH2:38][CH2:39]2)[cH:32][cH:33]1)([F:41])[F:42].[O:12]=[C:13]([O:14][CH:15]([CH3:16])[CH3:17])[N:18]=[N:19][C:20]([O:21][CH:22]([CH3:23])[CH3:24])=[O:25].[OH:1][c:2]1[cH:3][c:4]2[c:8]([cH:9][cH:10]1)[C:7](=[O:11])[CH2:6][CH2:5]2.[c:43]1([P:44]([c:45]2[cH:46][cH:47][cH:48][cH:49][cH:50]2)[c:51]2[cH:52][cH:53][cH:54][cH:55][cH:56]2)[cH:57][cH:58][cH:59][cH:60][cH:61]1>>[O:1]([c:2]1[cH:3][c:4]2[c:8]([cH:9][cH:10]1)[C:7](=[O:11])[CH2:6][CH2:5]2)[CH:37]1[CH2:36][CH2:35][N:34]([c:31]2[cH:30][cH:29][c:28]([C:27]([F:26])([F:41])[F:42])[cH:33][cH:32]2)[CH2:39][CH2:38]1. Starting materials: COC1=NS(N=C1OC)(=O)=O (3,4-dimethoxy-1,2,5-thiadiazole 1,1-dioxide), CN (methylamine), COC1=NS(N=C1NC)(=O)=O (3-methoxy-4-methylamino-1,2,5-thiadiazole 1,1-dioxide), N(C(=N)N)C=1SC=C(N1)CSCCN (2-[(2-guanidinothiazol-4-yl)methylthio]ethylamine). The product is N(C(=N)N)C=1SC=C(N1)CSCCNC1=NS(N=C1NC)(=O)=O (3-{2-[(2-Guanidinothiazol-4-yl)methylthio]ethylamino}-4-methylamino-1,2,5-thiadiazole 1,1-dioxide). RXN SMILES: COC1C(OC)=NS(=O)(=O)N=1.CN.CO[C:16]1[C:20]([NH:21][CH3:22])=[N:19][S:18](=[O:24])(=[O:23])[N:17]=1.[NH:25]([C:29]1[S:30][CH:31]=[C:32]([CH2:34][S:35][CH2:36][CH2:37][NH2:38])[N:33]=1)[C:26]([NH2:28])=[NH:27]>>[NH:25]([C:29]1[S:30][CH:31]=[C:32]([CH2:34][S:35][CH2:36][CH2:37][NH:38][C:16]2[C:20]([NH:21][CH3:22])=[N:19][S:18](=[O:24])(=[O:23])[N:17]=2)[N:33]=1)[C:26]([NH2:28])=[NH:27]. Procedure: Reaction of a methanolic suspension of 3,4-dimethoxy-1,2,5-thiadiazole 1,1-dioxide with one equivalent of methylamine and treatment of the resultant 3-methoxy-4-methylamino-1,2,5-thiadiazole 1,1-dioxide with one equivalent of 2-[(2-guanidinothiazol-4-yl)methylthio]ethylamine yields the title compound, which is identical to the product obtained in Example 31. Starting materials: ClC=1C=CC(=C(C1)N1C(NC2=C1C=CC(=C2)F)=O)O (1,3-dihydro-1-(5-chloro-2-hydroxyphenyl)-5-fluoro-2H-benzimidazol-2-one), C([O-])([O-])=O.[K+].[K+] (potassium carbonate), IC (Iodomethane). Solvent: CC(=O)C (acetone). Yields the product ClC=1C=CC(=C(C1)N1C(N(C2=C1C=CC(=C2)F)C)=O)O (1,3-dihydro-1-(5-chloro-2-hydroxyphenyl)-3-methyl-5-fluoro-2H-benzimidazol-2-one). As a reaction SMILES: [Cl:1][C:2]1[CH:3]=[CH:4][C:5]([OH:19])=[C:6]([N:8]2[C:12]3[CH:13]=[CH:14][C:15]([F:17])=[CH:16][C:11]=3[NH:10][C:9]2=[O:18])[CH:7]=1.[C:20](=O)([O-])[O-].[K+].[K+].IC>CC(C)=O>[Cl:1][C:2]1[CH:3]=[CH:4][C:5]([OH:19])=[C:6]([N:8]2[C:12]3[CH:13]=[CH:14][C:15]([F:17])=[CH:16][C:11]=3[N:10]([CH3:20])[C:9]2=[O:18])[CH:7]=1 |f:1.2.3|. Procedure: A mixture of 1,3-dihydro-1-(5-chloro-2-hydroxyphenyl)-5-fluoro-2H-benzimidazol-2-one (300 mg, 1.1 mmol), anhydrous potassium carbonate (415 mg) and Iodomethane (68 μl) in 10 ml absolute acetone was refluxed for 5 hours. The mixture was filtered, concentrated in vacuo and the crude product was subjected to column chromatography using methylene chloride:acetone (20:1) as eluent. The fraction containing the product was concentrated in vacuo and the title compound was obtained as white crystals, M.p...